This data is from the Open Reaction Database (ORD), a public repository of structured organic reaction records. The task is: describe an organic reaction: reactants, conditions, products, and yield The reactants are C(C1=CC=CC=C1)N1N=C(C2=CC=CC=C12)CBr (1-Benzyl-3-bromomethyl-1H-indazole), O=C1CC(N(C2=C(N1CC(=O)N(C1=CC=C(C=C1)OC)C(C)C)C=CC=C2)C2=CC=CC=C2)=O (2-(2,4-Dioxo-5-phenyl-2,3,4,5-tetrahydro-benzo[b][1,4]diazepin-1-yl)-N-isopropyl-N-(4-methoxy-phenyl) acetamide), Intermediate 4, solution. The solvent is CN(C)C=O (DMF), CN(C)C=O (DMF), C1(=CC=CC=C1)C (toluene). Conditions: time 10 minute. The product is C(C1=CC=CC=C1)N1N=C(C2=CC=CC=C12)CC1C(N(C2=C(N(C1=O)CC(=O)N(C1=CC=C(C=C1)OC)C(C)C)C=CC=C2)C2=CC=CC=C2)=O (2-[3-(1-Benzyl-1H-indazol-3-ylmethyl)-2,4-dioxo-5-phenyl-2,3,4,5-tetrahydro-benzo[b][1,4]diazepin-1-yl]-N-isopropyl-N-(4-methoxy-phenyl) acetamide). Isolated yield 84.7%. RXN SMILES: [O:1]=[C:2]1[N:8]([CH2:9][C:10]([N:12]([CH:21]([CH3:23])[CH3:22])[C:13]2[CH:18]=[CH:17][C:16]([O:19][CH3:20])=[CH:15][CH:14]=2)=[O:11])[C:7]2[CH:24]=[CH:25][CH:26]=[CH:27][C:6]=2[N:5]([C:28]2[CH:33]=[CH:32][CH:31]=[CH:30][CH:29]=2)[C:4](=[O:34])[CH2:3]1.[CH2:35]([N:42]1[C:50]2[C:45](=[CH:46][CH:47]=[CH:48][CH:49]=2)[C:44]([CH2:51]Br)=[N:43]1)[C:36]1[CH:41]=[CH:40][CH:39]=[CH:38][CH:37]=1>CN(C=O)C.C1(C)C=CC=CC=1>[CH2:35]([N:42]1[C:50]2[C:45](=[CH:46][CH:47]=[CH:48][CH:49]=2)[C:44]([CH2:51][CH:3]2[C:2](=[O:1])[N:8]([CH2:9][C:10]([N:12]([CH:21]([CH3:23])[CH3:22])[C:13]3[CH:18]=[CH:17][C:16]([O:19][CH3:20])=[CH:15][CH:14]=3)=[O:11])[C:7]3[CH:24]=[CH:25][CH:26]=[CH:27][C:6]=3[N:5]([C:28]3[CH:29]=[CH:30][CH:31]=[CH:32][CH:33]=3)[C:4]2=[O:34])=[N:43]1)[C:36]1[CH:37]=[CH:38][CH:39]=[CH:40][CH:41]=1. Procedure details: To a stirring solution of 490 mg (1.08 mmol) of 2-(2,4-Dioxo-5-phenyl-2,3,4,5-tetrahydro-benzo[b][1,4]diazepin-1-yl)-N-isopropyl-N-(4-methoxy-phenyl) acetamide, prepared as in Intermediate 4, in 12 mL DMF at 0° C. is added dropwise over 5 min 2.35 mL (1.18 mmol, 1.1 equiv) of a 0.5M solution of KN(TMS)2 in toluene. The resulting solution is stirred 10 min, then a solution of 355 mg (1.18 mmol, 1.1 equiv) of 1-Benzyl-3-bromomethyl-1H-indazole in 3 mL DMF is added. The resulting solution is stirre...